The task is: describe an organic reaction: reactants, conditions, products, and yield. This data is from the Open Reaction Database (ORD), a public repository of structured organic reaction records. The reactants are Brc1ccoc1, [Li]CCCC, CCCCCC, [Cl-], Cl, O=C1CN2CCC1CC2, [NH4+]. Yields the product OC1(c2ccoc2)CN2CCC1CC2. RXN SMILES: [Br:12][c:13]1[cH:14][o:15][cH:16][cH:17]1.[CH2:1]([Li:2])[CH2:3][CH2:4][CH3:5].[CH3:6][CH2:7][CH2:8][CH2:9][CH2:10][CH3:11].[Cl-:27].[ClH:29].[N:18]12[CH2:19][C:20](=[O:26])[CH:21]([CH2:22][CH2:23]1)[CH2:24][CH2:25]2.[NH4+:28]>>[c:13]1([C:20]2([OH:26])[CH2:19][N:18]3[CH2:23][CH2:22][CH:21]2[CH2:24][CH2:25]3)[cH:14][o:15][cH:16][cH:17]1.